This data is from the Open Reaction Database (ORD), a public repository of structured organic reaction records. The task is: describe an organic reaction: reactants, conditions, products, and yield Reactants: C(C1=CC=CC=C1)S(=O)(=O)C=1N(C(=CN1)C(=O)O)C1=C(C=CC=C1CC)CC (2-benzylsulfonyl-1-(2,6-diethylphenyl)-imidazole-5-carboxylic acid), N1CCCCC1 (piperidine), carboxylic acid. Run in C(Cl)Cl (methylene chloride). Yields the product C(C1=CC=CC=C1)S(=O)(=O)C=1N(C(=CN1)C(=O)[O-])C1=C(C=CC=C1CC)CC.[NH2+]1CCCCC1 (piperidinium 2-benzylsulfonyl-1-(2,6-diethylphenyl)-imidazole-5-carboxylate). The yield is 89.2%. As a reaction SMILES: [CH2:1]([S:8]([C:11]1[N:12]([C:19]2[C:24]([CH2:25][CH3:26])=[CH:23][CH:22]=[CH:21][C:20]=2[CH2:27][CH3:28])[C:13]([C:16]([OH:18])=[O:17])=[CH:14][N:15]=1)(=[O:10])=[O:9])[C:2]1[CH:7]=[CH:6][CH:5]=[CH:4][CH:3]=1.[NH:29]1[CH2:34][CH2:33][CH2:32][CH2:31][CH2:30]1>C(Cl)Cl>[CH2:1]([S:8]([C:11]1[N:12]([C:19]2[C:24]([CH2:25][CH3:26])=[CH:23][CH:22]=[CH:21][C:20]=2[CH2:27][CH3:28])[C:13]([C:16]([O-:18])=[O:17])=[CH:14][N:15]=1)(=[O:10])=[O:9])[C:2]1[CH:7]=[CH:6][CH:5]=[CH:4][CH:3]=1.[NH2+:29]1[CH2:34][CH2:33][CH2:32][CH2:31][CH2:30]1 |f:3.4|. Procedure: 6.5 g (0.016 mol) of 2-benzylsulfonyl-1-(2,6-diethylphenyl)-imidazole-5-carboxylic acid were stirred with 1.6 g (0.019 mol) of piperidine in 50 ml of methylene chloride until the carboxylic acid had dissolved. The solution was evaporated down, the residue was brought to crystallization with ether, and the solid was filtered off under suction and dried to give 6.9 g (87% of theory) of piperidinium 2-benzylsulfonyl-1-(2,6-diethylphenyl)-imidazole-5-carboxylate, a colorless solid of melting point 1... Starting materials: CC12C3CCC(C2COC1O)C3 (2-methyl-4-oxatricyclo[5.2.1.02,6]-decan-3-ol), C(C)(=O)OC(C)=O (acetic anhydride). Solvent: N1=CC=CC=C1 (pyridine). Conditions: temperature 50 celsius. Yields the product C(C)(=O)OC1C2(C3CCC(C2CO1)C3)C (2-methyl-4-oxatricyclo[5.2.1.02,6]decan-3-yl acetate). Isolated yield 94.0%. As a reaction SMILES: [CH3:1][C:2]12[CH:10]([OH:11])[O:9][CH2:8][CH:7]1[CH:6]1[CH2:12][CH:3]2[CH2:4][CH2:5]1.[C:13](OC(=O)C)(=[O:15])[CH3:14]>N1C=CC=CC=1>[C:13]([O:11][CH:10]1[O:9][CH2:8][CH:7]2[C:2]1([CH3:1])[CH:3]1[CH2:12][CH:6]2[CH2:5][CH2:4]1)(=[O:15])[CH3:14]. Procedure: A mixture of 63 g of 2-methyl-4-oxatricyclo[5.2.1.02,6]-decan-3-ol, 42 g of pyridine, and 51 g of acetic anhydride was heated at 50° C. for 5 hours. The reaction mixture was concentrated. The concentrate was purified by distillation, obtaining 74 g (yield 96%) of the target compound.